Task: describe an organic reaction: reactants, conditions, products, and yield. Dataset: the Open Reaction Database (ORD), a public repository of structured organic reaction records The reactants are [BH4-], CO, COCCCOc1cc(CC(C(=O)O)C(C)C)ccc1OC, I, [Na+], C1CCOC1. Product: COCCCOc1cc(CC(CO)C(C)C)ccc1OC. As a reaction SMILES: [BH4-:23].[CH3:26][OH:27].[CH:1]([CH3:2])([CH3:3])[CH:4]([C:5](=[O:6])[OH:7])[CH2:8][c:9]1[cH:10][c:11]([O:17][CH2:18][CH2:19][CH2:20][O:21][CH3:22])[c:12]([O:15][CH3:16])[cH:13][cH:14]1.[I:25].[Na+:24].[O:28]1[CH2:29][CH2:30][CH2:31][CH2:32]1>>[CH:1]([CH3:2])([CH3:3])[CH:4]([CH2:5][OH:6])[CH2:8][c:9]1[cH:10][c:11]([O:17][CH2:18][CH2:19][CH2:20][O:21][CH3:22])[c:12]([O:15][CH3:16])[cH:13][cH:14]1. Starting materials: O=C[C@@H](O)[C@H](O)[C@H](O)[C@@H](O)CO (L-galactose), [OH-].[Ca+2].[OH-] (calcium hydroxide), C(C)(=O)[O-].[Ca+2].C(C)(=O)[O-] (calcium acetate). Run in O (water), O (H2O). Reaction conditions: time 2 hour. Product: OCC(=O)[C@H](O)[C@H](O)[C@@H](O)CO (L - tagatose). Isolated yield 44.0%. As a reaction SMILES: [O:1]=[CH:2][C@H:3]([C@@H:5]([C@@H:7]([C@H:9]([CH2:11][OH:12])[OH:10])[OH:8])[OH:6])[OH:4].[OH-].[Ca+2].[OH-].C([O-])(=O)C.[Ca+2].C([O-])(=O)C>O>[OH:1][CH2:2][C:3]([C@@H:5]([C@@H:7]([C@H:9]([CH2:11][OH:12])[OH:10])[OH:8])[OH:6])=[O:4] |f:1.2.3,4.5.6|. Procedure: To a 25 ml Erlenmeyer flask, equipped with a magnetic stirrer, was added 0.5 g L-galactose, 5 ml water, 0.2 g calcium hydroxide, and 22 mg calcium acetate. The mixture was stirred. After 2 hours, the solution was filtered to collect the calcium hydroxide-L-tagatose complex that had formed. The sticky complex was resuspended in 5 mL of H2O, and CO2 was bubbled through the slurry until the pH was below 7. The solution, after filtering off the calcium carbonate, was deionized as in Example 1 and co... Reactants: O=[N+]([O-])c1ccc(Cl)c(Cl)c1Br, Cc1ccccc1, CCOCC, [H][H], [Pt]. Yields the product Nc1ccc(Cl)c(Cl)c1Br. As a reaction SMILES: [Br:1][c:2]1[c:3]([N+:10]([O-:11])=[O:12])[cH:4][cH:5][c:6]([Cl:9])[c:7]1[Cl:8].[CH3:15][c:16]1[cH:17][cH:18][cH:19][cH:20][cH:21]1.[CH3:22][CH2:23][O:24][CH2:25][CH3:26].[H:13][H:14].[Pt:27]>>[Br:1][c:2]1[c:3]([NH2:10])[cH:4][cH:5][c:6]([Cl:9])[c:7]1[Cl:8]. Starting materials: O (water), C(C)(=O)O (acetic acid), C(C)(=O)OC1=C(C=C(C(=C1)C)OCCCCCCCCCCCCCCCC)NS(=O)(=O)C1=C(C=CC(=C1)[N+](=O)[O-])N1CCOCC1 (2-(2'-Morpholino-5'-nitrobenzenesulfonamido)-4-hexadecyloxy-5-methylphenyl acetate), reduced iron, [Cl-].[NH4+] (ammonium chloride). The solvent is C(C)(C)O (isopropanol). The product is C(C)(=O)OC1=C(C=C(C(=C1)C)OCCCCCCCCCCCCCCCC)NS(=O)(=O)C1=C(C=CC(=C1)N)N1CCOCC1 (2-(2'-Morpholino-5'-aminobenzenesulfonamido)-4-hexadecyloxy-5-methylphenol acetate). RXN SMILES: [C:1]([O:4][C:5]1[CH:10]=[C:9]([CH3:11])[C:8]([O:12][CH2:13][CH2:14][CH2:15][CH2:16][CH2:17][CH2:18][CH2:19][CH2:20][CH2:21][CH2:22][CH2:23][CH2:24][CH2:25][CH2:26][CH2:27][CH3:28])=[CH:7][C:6]=1[NH:29][S:30]([C:33]1[CH:38]=[C:37]([N+:39]([O-])=O)[CH:36]=[CH:35][C:34]=1[N:42]1[CH2:47][CH2:46][O:45][CH2:44][CH2:43]1)(=[O:32])=[O:31])(=[O:3])[CH3:2].[Cl-].[NH4+].O.C(O)(=O)C>C(O)(C)C>[C:1]([O:4][C:5]1[CH:10]=[C:9]([CH3:11])[C:8]([O:12][CH2:13][CH2:14][CH2:15][CH2:16][CH2:17][CH2:18][CH2:19][CH2:20][CH2:21][CH2:22][CH2:23][CH2:24][CH2:25][CH2:26][CH2:27][CH3:28])=[CH:7][C:6]=1[NH:29][S:30]([C:33]1[CH:38]=[C:37]([NH2:39])[CH:36]=[CH:35][C:34]=1[N:42]1[CH2:43][CH2:44][O:45][CH2:46][CH2:47]1)(=[O:31])=[O:32])(=[O:3])[CH3:2] |f:1.2|. Procedure details: 19.5 g (0.029 mol) of the compound obtained in Step (c) above, reduced iron (5.3 g), triirontetraoxide (2.7 g) and ammonium chloride (0.4 g) were suspended in isopropanol (300 ml). To the mixture, a mixed solution of water (40 ml) and acetic acid (2 ml) was added dropwise while refluxing with heating. After the completion of the addition, the mixture was refluxed wih heating for 2 hours and the insoluble materials were removed by filtration while hot. The filtrate was added to water (300 ml) and... The reactants are CC[O-], Cc1ccc(-c2n[nH]c3ccccc23)cc1, ClCc1ccccc1, [Na+]. Yields the product Cc1ccc(-c2c3ccccc3nn2Cc2ccccc2)cc1. Reaction SMILES: [CH3:17][CH2:18][O-:19].[CH3:1][c:2]1[cH:3][cH:4][c:5](-[c:8]2[n:9][nH:10][c:11]3[cH:12][cH:13][cH:14][cH:15][c:16]23)[cH:6][cH:7]1.[Cl:21][CH2:22][c:23]1[cH:24][cH:25][cH:26][cH:27][cH:28]1.[Na+:20]>>[CH3:1][c:2]1[cH:3][cH:4][c:5](-[c:8]2[n:9]([CH2:22][c:23]3[cH:24][cH:25][cH:26][cH:27][cH:28]3)[n:10][c:11]3[cH:12][cH:13][cH:14][cH:15][c:16]23)[cH:6][cH:7]1. Reactants: CCCCCCCCCCCCCCCC(=O)OCC(CSCCC(=O)O)OC(=O)CCCCCCCCCCCCCCC, ClP(Cl)Cl, CC(C)(C)OC(=O)CCC(C(=O)OC(C)(C)C)N1Cc2cc(N)ccc2C1=O, O, c1ccncc1. Yields the product CCCCCCCCCCCCCCCC(=O)OCC(CSCCC(=O)Nc1ccc2c(c1)CN(C(CCC(=O)OC(C)(C)C)C(=O)OC(C)(C)C)C2=O)OC(=O)CCCCCCCCCCCCCCC. Reaction SMILES: [C:29]([CH2:30][CH2:31][CH2:32][CH2:33][CH2:34][CH2:35][CH2:36][CH2:37][CH2:38][CH2:39][CH2:40][CH2:41][CH2:42][CH2:43][CH3:44])(=[O:45])[O:46][CH:47]([CH2:48][S:49][CH2:50][CH2:51][C:52](=[O:53])[OH:54])[CH2:55][O:56][C:57]([CH2:58][CH2:59][CH2:60][CH2:61][CH2:62][CH2:63][CH2:64][CH2:65][CH2:66][CH2:67][CH2:68][CH2:69][CH2:70][CH2:71][CH3:72])=[O:73].[Cl:81][P:82]([Cl:83])[Cl:84].[NH2:1][c:2]1[cH:3][c:4]2[c:8]([cH:9][cH:10]1)[C:7](=[O:11])[N:6]([CH:12]([CH2:13][CH2:14][C:15](=[O:16])[O:17][C:18]([CH3:19])([CH3:20])[CH3:21])[C:22](=[O:23])[O:24][C:25]([CH3:26])([CH3:27])[CH3:28])[CH2:5]2.[OH2:74].[cH:75]1[cH:76][cH:77][n:78][cH:79][cH:80]1>>[NH:1]([c:2]1[cH:3][c:4]2[c:8]([cH:9][cH:10]1)[C:7](=[O:11])[N:6]([CH:12]([CH2:13][CH2:14][C:15](=[O:16])[O:17][C:18]([CH3:19])([CH3:20])[CH3:21])[C:22](=[O:23])[O:24][C:25]([CH3:26])([CH3:27])[CH3:28])[CH2:5]2)[C:52]([CH2:51][CH2:50][S:49][CH2:48][CH:47]([O:46][C:29]([CH2:30][CH2:31][CH2:32][CH2:33][CH2:34][CH2:35][CH2:36][CH2:37][CH2:38][CH2:39][CH2:40][CH2:41][CH2:42][CH2:43][CH3:44])=[O:45])[CH2:55][O:56][C:57]([CH2:58][CH2:59][CH2:60][CH2:61][CH2:62][CH2:63][CH2:64][CH2:65][CH2:66][CH2:67][CH2:68][CH2:69][CH2:70][CH2:71][CH3:72])=[O:73])=[O:53]. The solvent is C(Cl)Cl (CH2Cl2). Product: C(C)S(=O)C=1N=CC2=C(N1)N=C(C(=C2)C2=CC=CC=C2)C2=CC=C(C=O)C=C2 (4-[2-(ethylsulfinyl)-6-phenylpyrido[2,3-d]pyrimidin-7-yl]benzaldehyde). Reaction conditions: time 1 hour. The reactants are C(C)SC=1N=CC2=C(N1)N=C(C(=C2)C2=CC=CC=C2)C2=CC=C(C=O)C=C2 (4-[2-(ethylthio)-6-phenylpyrido[2,3-d]pyrimidine-7-yl]benzaldehyde), ClC=1C=C(C(=O)OO)C=CC1 (m-chloroperoxy benzoic acid). Reported procedure: To a solution of 4-[2-(ethylthio)-6-phenylpyrido[2,3-d]pyrimidine-7-yl]benzaldehyde (1.0 g, 2.69 mmol) in CH2Cl2 (30 mL) was added m-chloroperoxy benzoic acid (0.660 g, 3.0 mmol). The solution was stirred for 1 hr then quenched with sat. NaHCO3 and 10% Na2S2O3 and stirred for 30 min. The reaction mixture was diluted with CH2Cl2, extracted, dried with MgSO4, and filtered to afford the title compound. LRMS m/z (M+H) Calcd: 388.1 found: 388.1 RXN SMILES: [CH2:1]([S:3][C:4]1[N:5]=[CH:6][C:7]2[CH:13]=[C:12]([C:14]3[CH:19]=[CH:18][CH:17]=[CH:16][CH:15]=3)[C:11]([C:20]3[CH:27]=[CH:26][C:23]([CH:24]=[O:25])=[CH:22][CH:21]=3)=[N:10][C:8]=2[N:9]=1)[CH3:2].ClC1C=C(C=CC=1)C(OO)=[O:33]>C(Cl)Cl>[CH2:1]([S:3]([C:4]1[N:5]=[CH:6][C:7]2[CH:13]=[C:12]([C:14]3[CH:15]=[CH:16][CH:17]=[CH:18][CH:19]=3)[C:11]([C:20]3[CH:21]=[CH:22][C:23]([CH:24]=[O:25])=[CH:26][CH:27]=3)=[N:10][C:8]=2[N:9]=1)=[O:33])[CH3:2].